Dataset: the Open Reaction Database (ORD), a public repository of structured organic reaction records. Task: describe an organic reaction: reactants, conditions, products, and yield Starting materials: Br, CCOc1ccc2nc(N)sc2c1, CC(=O)O, ClCCl, O. The product is Nc1nc2ccc(O)cc2s1. RXN SMILES: [BrH:14].[CH2:1]([CH3:2])[O:3][c:4]1[cH:5][c:6]2[c:7]([n:8][c:9]([NH2:11])[s:10]2)[cH:12][cH:13]1.[CH3:15][C:16](=[O:17])[OH:18].[Cl:20][CH2:21][Cl:22].[OH2:19]>>[OH:3][c:4]1[cH:5][c:6]2[c:7]([n:8][c:9]([NH2:11])[s:10]2)[cH:12][cH:13]1. Reactants: O=C([O-])[O-], N#Cc1nc2ccc(O)cc2s1, CC(C)=O, FC(F)(F)c1ccccc1CBr, [K+], [K+]. The product is N#Cc1nc2ccc(OCc3ccccc3C(F)(F)F)cc2s1. Reaction SMILES: [C:13](=[O:14])([O-:15])[O-:16].[C:1](#[N:2])[c:3]1[s:4][c:5]2[c:6]([n:7]1)[cH:8][cH:9][c:10]([OH:12])[cH:11]2.[CH3:31][C:32](=[O:33])[CH3:34].[F:19][C:20]([c:21]1[c:22]([CH2:23][Br:24])[cH:25][cH:26][cH:27][cH:28]1)([F:29])[F:30].[K+:17].[K+:18]>>[C:1](#[N:2])[c:3]1[s:4][c:5]2[c:6]([n:7]1)[cH:8][cH:9][c:10]([O:12][CH2:23][c:22]1[c:21]([C:20]([F:19])([F:29])[F:30])[cH:28][cH:27][cH:26][cH:25]1)[cH:11]2.